Dataset: the Open Reaction Database (ORD), a public repository of structured organic reaction records. Task: describe an organic reaction: reactants, conditions, products, and yield Reactants: [BH4-], CC(C)(C)c1ccc(C=O)cc1, CC(C)(C)OC(=O)COc1cccc(CN)c1, O=C([O-])O, CO, [Na+], [Na+], O. Product: CC(C)(C)OC(=O)COc1cccc(CNCc2ccc(C(C)(C)C)cc2)c1. Reaction SMILES: [BH4-:30].[C:18]([CH3:19])([CH3:20])([CH3:21])[c:22]1[cH:23][cH:24][c:25]([CH:26]=[O:27])[cH:28][cH:29]1.[C:1]([CH3:2])([CH3:3])([CH3:4])[O:5][C:6]([CH2:7][O:8][c:9]1[cH:10][c:11]([CH2:15][NH2:16])[cH:12][cH:13][cH:14]1)=[O:17].[C:32](=[O:33])([OH:34])[O-:35].[CH3:37][OH:38].[Na+:31].[Na+:36].[OH2:39]>>[C:1]([CH3:2])([CH3:3])([CH3:4])[O:5][C:6]([CH2:7][O:8][c:9]1[cH:10][c:11]([CH2:15][NH:16][CH2:26][c:25]2[cH:24][cH:23][c:22]([C:18]([CH3:19])([CH3:20])[CH3:21])[cH:29][cH:28]2)[cH:12][cH:13][cH:14]1)=[O:17].